From a dataset of the Open Reaction Database (ORD), a public repository of structured organic reaction records. describe an organic reaction: reactants, conditions, products, and yield Starting materials: FC(C(=O)O)(F)F (trifluoroacetic acid), C(C1=CC=CC=C1)(C1=CC=CC=C1)(C1=CC=CC=C1)NC=1SC=C(N1)/C(/C(=O)NC1[C@@H]2N(C(=C(CS2)C=2OC3=C(N2)C=CC=C3)C(=S)OC(C3=CC=CC=C3)C3=CC=CC=C3)C1=O)=N/OC (diphenylmethyl 7-{(Z)-2-(2-tritylaminothiazol-4-yl)-2-methoxyiminoacetamido }-3-(benzoxazol-2-yl)thio-3-cephem-4-carboxylate), C(C)(C)OC(C)C (diisopropyl ether). Run in C1(=CC=CC=C1)OC (anisole). Run at time 30 minute. The product is NC=1SC=C(N1)/C(/C(=O)NC1[C@@H]2N(C(=C(CS2)C=2OC3=C(N2)C=CC=C3)C(=S)O)C1=O)=N/OC (7-{(Z)-2-(2-aminothiazol-4-yl)-2-methoxyiminoacetamido }-3-(benzoxazol-2-yl)thio-3-cephem-4-carboxylic acid). Reaction SMILES: C([NH:20][C:21]1[S:22][CH:23]=[C:24](/[C:26](=[N:64]/[O:65][CH3:66])/[C:27]([NH:29][CH:30]2[C:62](=[O:63])[N:32]3[C:33]([C:46]([O:48]C(C4C=CC=CC=4)C4C=CC=CC=4)=[S:47])=[C:34]([C:37]4[O:38][C:39]5[CH:45]=[CH:44][CH:43]=[CH:42][C:40]=5[N:41]=4)[CH2:35][S:36][C@H:31]23)=[O:28])[N:25]=1)(C1C=CC=CC=1)(C1C=CC=CC=1)C1C=CC=CC=1.FC(F)(F)C(O)=O.C(OC(C)C)(C)C>C1(OC)C=CC=CC=1>[NH2:20][C:21]1[S:22][CH:23]=[C:24](/[C:26](=[N:64]/[O:65][CH3:66])/[C:27]([NH:29][CH:30]2[C:62](=[O:63])[N:32]3[C:33]([C:46]([OH:48])=[S:47])=[C:34]([C:37]4[O:38][C:39]5[CH:45]=[CH:44][CH:43]=[CH:42][C:40]=5[N:41]=4)[CH2:35][S:36][C@H:31]23)=[O:28])[N:25]=1. Procedure: A 272 mg portion of diphenylmethyl 7-{(Z)-2-(2-tritylaminothiazol-4-yl)-2-methoxyiminoacetamido }-3-(benzoxazol-2-yl)thio-3-cephem-4-carboxylate was dissolved in 1.4 ml of anisole. Under cooling on an ice bath, the resulting solution was mixed with 2.7 ml of trifluoroacetic acid and stirred for 30 minutes at the same temperature. The resulting reaction mixture was added dropwise to 14 ml of diisopropyl ether, and the formed precipitate was recovered by filtration and dried. The thus dried produc... The reactants are [H-].[Al+3].[Li+].[H-].[H-].[H-] (lithium aluminum hydride), C(C)OC(=O)C=1C(=NN2C1C=CC=C2)CC (2-ethyl-pyrazolo[1,5-a]pyridine-3-carboxylic acid ethyl ester), O (Water). Run in O1CCCC1 (tetrahydrofuran). Reaction conditions: time 16 hour. Product: C(C)C1=NN2C(C=CC=C2)=C1CO ((2-ethyl-pyrazolo[1,5-a]pyridin-3-yl)-methanol). The yield is 79.9%. Reaction SMILES: C([O:3][C:4]([C:6]1[C:7]([CH2:15][CH3:16])=[N:8][N:9]2[CH:14]=[CH:13][CH:12]=[CH:11][C:10]=12)=O)C.[H-].[Al+3].[Li+].[H-].[H-].[H-].O>O1CCCC1>[CH2:15]([C:7]1[C:6]([CH2:4][OH:3])=[C:10]2[CH:11]=[CH:12][CH:13]=[CH:14][N:9]2[N:8]=1)[CH3:16] |f:1.2.3.4.5.6|. Procedure: A solution of 2-ethyl-pyrazolo[1,5-a]pyridine-3-carboxylic acid ethyl ester (15 g, 68.7 mmol) in tetrahydrofuran (300 mL) was cooled in an ice bath and lithium aluminum hydride (2.6 g, 68.7 mmol) was added. The reaction mixture was stirred at room temperature for 16 h. Water was added until bubbling stopped. Silica gel was added and the solvent was evaporated in vacuo. The resulting residue was purified via silica chromatography (20-100% ethyl acetate/heptane) to yield the title compound as a ye... The reactants are O=C(O)CCCCCCCCCCBr, CCO, CCOC(C)=O, [K+], [OH-]. The product is CCOCCCCCCCCCCC(=O)O. RXN SMILES: [Br:1][CH2:2][CH2:3][CH2:4][CH2:5][CH2:6][CH2:7][CH2:8][CH2:9][CH2:10][CH2:11][C:12](=[O:13])[OH:14].[CH3:17][CH2:18][OH:19].[CH3:20][CH2:21][O:22][C:23](=[O:24])[CH3:25].[K+:16].[OH-:15]>>[CH2:2]([CH2:3][CH2:4][CH2:5][CH2:6][CH2:7][CH2:8][CH2:9][CH2:10][CH2:11][C:12](=[O:13])[OH:14])[O:19][CH2:18][CH3:17]. Procedure details: Procedures of Example 10 were repeated by using 2-pyridylsulfinylacetic acid and 7-amino-3-(2-methyl-1,3,4-thiadiazol-5-ylthiomethyl)-3-cephem-4-carboxylic acid instead of the 4-pyridylsulfinylacetic acid and the 7-aminocephalosporanic acid respectively to obtain 7-(2-pyridylsulfinylacetamido)-3-(2-methyl-1,3,4-thiadiazol-5-ylthiomethyl)-3-cephem-4-carboxylic acid of the R form. Product: CC(=O)OCC1=C(N2[C@@H]([C@@H](C2=O)N)SC1)C(=O)O (7-aminocephalosporanic acid), N1=C(C=CC=C1)S(=O)CC(=O)NC1[C@@H]2N(C(=C(CS2)CSC2=NN=C(S2)C)C(=O)O)C1=O (7-(2-pyridylsulfinylacetamido)-3-(2-methyl-1,3,4-thiadiazol-5-ylthiomethyl)-3-cephem-4-carboxylic acid). As a reaction SMILES: [N:1]1[CH:6]=[CH:5][CH:4]=[CH:3][C:2]=1[S:7]([CH2:9][C:10]([OH:12])=[O:11])=[O:8].[NH2:13][CH:14]1[C:32](=[O:33])[N:16]2[C:17]([C:29]([OH:31])=[O:30])=[C:18]([CH2:21][S:22][C:23]3[S:27][C:26]([CH3:28])=[N:25][N:24]=3)[CH2:19][S:20][C@H:15]12>>[CH3:9][C:10]([O:12][CH2:21][C:18]1[CH2:19][S:20][C@@H:15]2[C@H:14]([NH2:13])[C:32](=[O:33])[N:16]2[C:17]=1[C:29]([OH:31])=[O:30])=[O:11].[N:1]1[CH:6]=[CH:5][CH:4]=[CH:3][C:2]=1[S:7]([CH2:9][C:10]([NH:13][CH:14]1[C:32](=[O:33])[N:16]2[C:17]([C:29]([OH:31])=[O:30])=[C:18]([CH2:21][S:22][C:23]3[S:27][C:26]([CH3:28])=[N:25][N:24]=3)[CH2:19][S:20][C@H:15]12)=[O:12])=[O:8]. Starting materials: N1=C(C=CC=C1)S(=O)CC(=O)O (2-pyridylsulfinylacetic acid), NC1[C@@H]2N(C(=C(CS2)CSC2=NN=C(S2)C)C(=O)O)C1=O (7-amino-3-(2-methyl-1,3,4-thiadiazol-5-ylthiomethyl)-3-cephem-4-carboxylic acid). Product: ClC1=CC2=C(NC3=C(C=CC(=C23)C2=CC(=CC=C2)S(=O)(=O)CC)O)N=C1 (3-chloro-5-(3-(ethylsulfonyl)phenyl)-9H-pyrido[2,3-b]indol-8-ol). RXN SMILES: [Cl:1][C:2]1[CH:28]=[N:27][C:5]2[NH:6][C:7]3[C:8](OC)([OH:24])[CH2:9][CH:10]=[C:11]([C:13]4[CH:18]=[CH:17][CH:16]=[C:15]([S:19]([CH2:22][CH3:23])(=[O:21])=[O:20])[CH:14]=4)[C:12]=3[C:4]=2[CH:3]=1.C(S(C1C=C(C2C=CC(O)=C3C=2C2C=C(C)C=NC=2N3)C=CC=1)(=O)=O)C>>[Cl:1][C:2]1[CH:28]=[N:27][C:5]2[NH:6][C:7]3[C:12]([C:4]=2[CH:3]=1)=[C:11]([C:13]1[CH:18]=[CH:17][CH:16]=[C:15]([S:19]([CH2:22][CH3:23])(=[O:21])=[O:20])[CH:14]=1)[CH:10]=[CH:9][C:8]=3[OH:24]. Procedure details: The title compound was prepared from Compound 217 by using an analogous procedure to that outlined in the preparation of Compound 157. 1H NMR (400 MHz, Methanol-d4) δ 8.35 (s, 1 H) 8.15(m, 1 H) 8.07 (m, 1 H) 7.97 (m, 1 H) 7.88 (t, J=8.0 Hz, 1 H) 7.66 (s, 1 H) 7.23 (d, J=8.36 Hz, 1 H) 7.16 (d, J=8.36 Hz, 1 H) 4.44 (t, J=5.8 Hz, 2 H) 3.72 (t, J=8.0 Hz, 2 H) 3.43 (q, J=7.32 Hz, 2 H) 3.03 (s, 6 H) 2.41 (m, 2 H) 1.34 (t, J=7.32 Hz, 3 H) [M+H] calc'd for C24H27ClN3O3S, 472; found, 472. The reactants are ClC1=CC2=C(NC=3C(CC=C(C23)C2=CC(=CC=C2)S(=O)(=O)CC)(O)OC)N=C1 (3-chloro-5-(3-(ethylsulfonyl)phenyl)-8-methoxy-9H-pyrido[2,3-b]indol-8-ol), C(C)S(=O)(=O)C=1C=C(C=CC1)C1=C2C3=C(NC2=C(C=C1)O)N=CC(=C3)C (5-(3-(ethylsulfonyl)phenyl)-3-methyl-9H-pyrido[2,3-b]indol-8-ol). Starting materials: CO, CC(Cc1cccc([N+](=O)[O-])c1)NC=O. The product is CC(Cc1cccc(N)c1)NC=O. RXN SMILES: [CH3:16][OH:17].[N+:1]([O-:2])(=[O:3])[c:4]1[cH:5][c:6]([CH2:10][CH:11]([CH3:12])[NH:13][CH:14]=[O:15])[cH:7][cH:8][cH:9]1>>[NH2:1][c:4]1[cH:5][c:6]([CH2:10][CH:11]([CH3:12])[NH:13][CH:14]=[O:15])[cH:7][cH:8][cH:9]1.